From a dataset of the Open Reaction Database (ORD), a public repository of structured organic reaction records. describe an organic reaction: reactants, conditions, products, and yield Starting materials: O=C1CCC(=O)N1Br, O=C(OOC(=O)c1ccccc1)c1ccccc1, ClC(Cl)(Cl)Cl, CCOC(=O)C=C(C)Oc1cccc(F)c1F. The product is CCOC(=O)C=C(CBr)Oc1cccc(F)c1F. Reaction SMILES: [Br:18][N:19]1[C:20](=[O:21])[CH2:22][CH2:23][C:24]1=[O:25].[C:26]([O:27][O:28][C:29](=[O:30])[c:31]1[cH:32][cH:33][cH:34][cH:35][cH:36]1)(=[O:37])[c:38]1[cH:39][cH:40][cH:41][cH:42][cH:43]1.[C:44]([Cl:45])([Cl:46])([Cl:47])[Cl:48].[CH2:1]([CH3:2])[O:3][C:4]([CH:5]=[C:6]([CH3:7])[O:8][c:9]1[c:10]([F:16])[c:11]([F:15])[cH:12][cH:13][cH:14]1)=[O:17]>>[CH2:1]([CH3:2])[O:3][C:4]([CH:5]=[C:6]([CH2:7][Br:18])[O:8][c:9]1[c:10]([F:16])[c:11]([F:15])[cH:12][cH:13][cH:14]1)=[O:17].